From a dataset of the Open Reaction Database (ORD), a public repository of structured organic reaction records. describe an organic reaction: reactants, conditions, products, and yield The reactants are C1(=CC=CC=C1)C (toluene), C(C)(=O)[O-].C(C)(=O)[O-].C(C)(=O)[O-].BrC=1C=CC(=C(C1)[Pb+3])CC (5-bromo-2-ethylphenyllead triacetate), C12C(CC(C(CC1)C2)=O)=O (bicyclo[3.2.1]octane-2,4-dione). Reagents/catalysts: CN(C1=CC=NC=C1)C (4-dimethylaminopyridine). The solvent is C(Cl)(Cl)Cl (chloroform). Reaction conditions: time 5 minute. Product: BrC=1C=CC(=C(C1)C1C(C2CCC(C1=O)C2)=O)CC (3-(5-bromo-2-ethylphenyl)bicyclo[3.2.1]octane-2,4-dione). RXN SMILES: C([O-])(=O)C.C([O-])(=O)C.C([O-])(=O)C.[Br:13][C:14]1[CH:15]=[CH:16][C:17]([CH2:21][CH3:22])=[C:18]([Pb+3])[CH:19]=1.[CH:23]12[CH2:30][CH:27]([CH2:28][CH2:29]1)[C:26](=[O:31])[CH2:25][C:24]2=[O:32].C1(C)C=CC=CC=1>C(Cl)(Cl)Cl.CN(C)C1C=CN=CC=1>[Br:13][C:14]1[CH:15]=[CH:16][C:17]([CH2:21][CH3:22])=[C:18]([CH:25]2[C:26](=[O:31])[CH:27]3[CH2:30][CH:23]([CH2:29][CH2:28]3)[C:24]2=[O:32])[CH:19]=1 |f:0.1.2.3|. Reported procedure: To a solution of 5-bromo-2-ethylphenyllead triacetate (16.34 g, 28.80 mmol) in chloroform (160 ml) is added bicyclo[3.2.1]octane-2,4-dione (3.61 g, 26.10 mmol) and 4-dimethylaminopyridine (16.63 g, 131 mmol), and the reaction mixture is stirred at room temperature for 5 minutes. Next toluene (40 ml) is added, and the mixture is stirred at 80° C. for 1 hour (pre-heated oil bath). The reaction mixture is allowed to cool to room temperature, quenched with 1M hydrochloric acid, and the organic phase... Reactants: [OH-].[Na+] (sodium hydroxide), S(=O)(O)[O-].[Na+] (sodium hydrogensulfite), BrBr (bromine), C(C)(=O)C1=CC=2C3(C4=CC=CC=C4C2C=C1)C1=CC=CC=C1C=1C=CC(=CC13)C(C)=O (2,2′-diacetyl-9,9′-spirobifluorene), Cl (hydrochloric acid). Solvent: O (water), O (water), O1CCOCC1 (dioxane). Conditions: time 1 hour. Yields the product C1=C(C=CC=2C3=CC=CC=C3C3(C12)C1=CC=CC=C1C=1C=CC(=CC13)C(=O)O)C(=O)O (9,9′-spirobifluorene-2,2′-dicarboxylic acid). As a reaction SMILES: BrBr.[C:3]([C:6]1[CH:18]=[CH:17][C:16]2[C:15]3[C:10](=[CH:11][CH:12]=[CH:13][CH:14]=3)[C:9]3([C:30]4[CH:29]=[C:28]([C:31](=[O:33])C)[CH:27]=[CH:26][C:25]=4[C:24]4[C:19]3=[CH:20][CH:21]=[CH:22][CH:23]=4)[C:8]=2[CH:7]=1)(=[O:5])C.[OH-:34].[Na+].S([O-])(O)=[O:37].[Na+].Cl>O.O1CCOCC1>[CH:29]1[C:30]2[C:9]3([C:8]4[CH:7]=[C:6]([C:3]([OH:5])=[O:34])[CH:18]=[CH:17][C:16]=4[C:15]4[C:10]3=[CH:11][CH:12]=[CH:13][CH:14]=4)[C:19]3[C:24](=[CH:23][CH:22]=[CH:21][CH:20]=3)[C:25]=2[CH:26]=[CH:27][C:28]=1[C:31]([OH:33])=[O:37] |f:2.3,4.5|. Procedure details: At 0° C., first 7.2 g of bromine and then a solution of 3.0 g of 2,2′-diacetyl-9,9′-spirobifluorene in a small amount of dioxane were added dropwise with stirring to a solution of 6.0 g of sodium hydroxide in 30 ml of water. After the mixture had been stirred for a further 1 hour at room temperature, 1 g of sodium hydrogensulfite, dissolved in 20 ml of water, was added to the clear yellow solution. Following acidification with conc. hydrochloric acid, the colorless product which had precipitated... The reactants are O=C([O-])[O-], CN(C)C=O, COc1cc2c(Oc3cc4ccccc4nc3C(C)=O)ccnc2cc1OCCCl, [K+], [K+], O, OC1CCCNC1. Yields the product COc1cc2c(Oc3cc4ccccc4nc3C(C)=O)ccnc2cc1OCCN1CCCC(O)C1. RXN SMILES: [C:31](=[O:32])([O-:33])[O-:34].[CH3:45][N:46]([CH3:47])[CH:48]=[O:49].[Cl:1][CH2:2][CH2:3][O:4][c:5]1[c:6]([O:29][CH3:30])[cH:7][c:8]2[c:9]([O:15][c:16]3[c:17]([C:26]([CH3:27])=[O:28])[n:18][c:19]4[cH:20][cH:21][cH:22][cH:23][c:24]4[cH:25]3)[cH:10][cH:11][n:12][c:13]2[cH:14]1.[K+:35].[K+:36].[OH2:44].[OH:37][CH:38]1[CH2:39][NH:40][CH2:41][CH2:42][CH2:43]1>>[CH2:2]([CH2:3][O:4][c:5]1[c:6]([O:29][CH3:30])[cH:7][c:8]2[c:9]([O:15][c:16]3[c:17]([C:26]([CH3:27])=[O:28])[n:18][c:19]4[cH:20][cH:21][cH:22][cH:23][c:24]4[cH:25]3)[cH:10][cH:11][n:12][c:13]2[cH:14]1)[N:40]1[CH2:39][CH:38]([OH:37])[CH2:43][CH2:42][CH2:41]1. Starting materials: O=C1C2=C(SCC3=C1C=CC=C3)C=CC(=C2)CC(=O)O (6,11-dihydro-11-oxo-dibenzo[b,e]thiepine-2-acetic acid), Cl (hydrochloric acid), C(C)O (ethanol). The product is C(C)OC(CC1=CC2=C(SCC3=C(C2=O)C=CC=C3)C=C1)=O (6,11-dihydro-11-oxo-dibenzo[b,e]thiepine-2-acetic acid ethyl ester). RXN SMILES: [O:1]=[C:2]1[C:8]2[CH:9]=[CH:10][CH:11]=[CH:12][C:7]=2[CH2:6][S:5][C:4]2[CH:13]=[CH:14][C:15]([CH2:17][C:18]([OH:20])=[O:19])=[CH:16][C:3]1=2.Cl.[CH2:22](O)[CH3:23]>>[CH2:22]([O:19][C:18](=[O:20])[CH2:17][C:15]1[CH:14]=[CH:13][C:4]2[S:5][CH2:6][C:7]3[CH:12]=[CH:11][CH:10]=[CH:9][C:8]=3[C:2](=[O:1])[C:3]=2[CH:16]=1)[CH3:23]. Procedure: 40 g of 6,11-dihydro-11-oxo-dibenzo[b,e]thiepine-2-acetic acid are boiled at reflux for 45 minutes together with 400 cc of 3 N hydrochloric acid in ethanol. The reaction mixture is completely concentrated by evaporation at reduced pressure and the oily residue is divided between ethyl acetate and water; the organic phase is washed with a 10% sodium bicarbonate solution and with water. After drying over sodium sulphate and concentrating, 6,11-dihydro-11-oxo-dibenzo[b,e]thiepine-2-acetic acid ethy... Reactants: BrC1=C(C=CC(=C1)C(=O)O)C1=CC(=CC(=C1)C(F)(F)F)C(F)(F)F (2-bromo-3′,5′-bis(trifluoromethyl)biphenyl-4-carboxylic acid), N1=CC(=CC=C1)C1CN(CC1)C(=O)C=1C=C(C(=CC1)C1=CC(=CC(=C1)C(F)(F)F)C(F)(F)F)C(=O)OC (methyl 4-[(3-pyridin-3-ylpyrrolidin-1-yl)carbonyl]-3′,5′-bis(trifluoromethyl)biphenyl-2-carboxylate). Yields the product N1=CC(=CC=C1)C1CN(CC1)C(=O)C=1C=C(C(=CC1)C1=CC(=CC(=C1)C(F)(F)F)C(F)(F)F)C(=O)O (4-[(3-pyridin-3-ylpyrrolidin-1-yl)carbonyl]-3′,5′-bis(trifluoromethyl)biphenyl-2-carboxylic acid). Reaction SMILES: BrC1C=C(C(O)=O)C=CC=1C1C=C(C(F)(F)F)C=C(C(F)(F)F)C=1.[N:25]1[CH:30]=[CH:29][CH:28]=[C:27]([CH:31]2[CH2:35][CH2:34][N:33]([C:36]([C:38]3[CH:39]=[C:40]([C:58]([O:60]C)=[O:59])[C:41]([C:44]4[CH:49]=[C:48]([C:50]([F:53])([F:52])[F:51])[CH:47]=[C:46]([C:54]([F:57])([F:56])[F:55])[CH:45]=4)=[CH:42][CH:43]=3)=[O:37])[CH2:32]2)[CH:26]=1>>[N:25]1[CH:30]=[CH:29][CH:28]=[C:27]([CH:31]2[CH2:35][CH2:34][N:33]([C:36]([C:38]3[CH:39]=[C:40]([C:58]([OH:60])=[O:59])[C:41]([C:44]4[CH:49]=[C:48]([C:50]([F:52])([F:53])[F:51])[CH:47]=[C:46]([C:54]([F:55])([F:56])[F:57])[CH:45]=4)=[CH:42][CH:43]=3)=[O:37])[CH2:32]2)[CH:26]=1. Reported procedure: Compound 7b was prepared following procedures similar to those described for the preparation of compound 3a (example 3, step A), substituting 7a for i-1b. m/z (ES) 509 (MH)+. The reactants are CC(=O)OC1OC(C)C(OC(C)=O)C(OC(C)=O)C1OC(C)=O, O=C([O-])O, ClCCl, C[Si](C)(C)OS(=O)(=O)C(F)(F)F, [Na+], CC(=O)SC1CC(CO)N(S(C)(=O)=O)C1. Yields the product CC(=O)OC1C(C)OC(OCC2CC(SC(C)=O)CN2S(C)(=O)=O)C(OC(C)=O)C1OC(C)=O. RXN SMILES: [C:16]([O:17][CH:20]1[CH:21]([O:22][C:23]([CH3:24])=[O:25])[CH:26]([O:27][C:28]([CH3:29])=[O:30])[CH:31]([O:32][C:33]([CH3:34])=[O:35])[CH:36]([CH3:38])[O:37]1)(=[O:18])[CH3:19].[C:51](=[O:52])([OH:53])[O-:54].[Cl:56][CH2:57][Cl:58].[F:39][C:40]([F:41])([F:42])[S:43]([O:44][Si:45]([CH3:46])([CH3:47])[CH3:48])(=[O:49])=[O:50].[Na+:55].[OH:1][CH2:2][CH:3]1[CH2:4][CH:5]([S:12][C:13]([CH3:14])=[O:15])[CH2:6][N:7]1[S:8](=[O:9])(=[O:10])[CH3:11]>>[O:1]([CH2:2][CH:3]1[CH2:4][CH:5]([S:12][C:13]([CH3:14])=[O:15])[CH2:6][N:7]1[S:8](=[O:9])(=[O:10])[CH3:11])[CH:20]1[CH:21]([O:22][C:23]([CH3:24])=[O:25])[CH:26]([O:27][C:28]([CH3:29])=[O:30])[CH:31]([O:32][C:33]([CH3:34])=[O:35])[CH:36]([CH3:38])[O:37]1. Reactants: ClC1=C(C(=CC=C1)F)C1=NN(C(N1)=O)C1=CC(=C(C(=O)OC)C=C1)OC (Methyl 4-(3-(2-chloro-6-fluorophenyl)-5-oxo-4,5-dihydro-1H-1,2,4-triazol-1-yl)-2-methoxybenzoate), ON=C(C1=CC(=CC(=C1)OC)OC)N (N′-hydroxy-3,5-dimethoxybenzimidamide), [H-].[Na+] (sodium hydride). The solvent is C1CCOC1 (THF). The product is ClC1=C(C(=CC=C1)F)C1=NN(C(N1)=O)C1=CC(=C(C=C1)C1=NC(=NO1)C1=CC(=CC(=C1)OC)OC)OC (3-(2-Chloro-6-fluorophenyl)-1-(4-(3-(3,5-dimethoxyphenyl)-1,2,4-oxadiazol-5-yl)-3-methoxyphenyl)-1H-1,2,4-triazol-5(4H)-one). Yield: 11.0%. RXN SMILES: [Cl:1][C:2]1[CH:7]=[CH:6][CH:5]=[C:4]([F:8])[C:3]=1[C:9]1[NH:13][C:12](=[O:14])[N:11]([C:15]2[CH:24]=[CH:23][C:18]([C:19](OC)=[O:20])=[C:17]([O:25][CH3:26])[CH:16]=2)[N:10]=1.O[N:28]=[C:29]([NH2:40])[C:30]1[CH:35]=[C:34]([O:36][CH3:37])[CH:33]=[C:32]([O:38][CH3:39])[CH:31]=1.[H-].[Na+]>C1COCC1>[Cl:1][C:2]1[CH:7]=[CH:6][CH:5]=[C:4]([F:8])[C:3]=1[C:9]1[NH:13][C:12](=[O:14])[N:11]([C:15]2[CH:24]=[CH:23][C:18]([C:19]3[O:20][N:40]=[C:29]([C:30]4[CH:35]=[C:34]([O:36][CH3:37])[CH:33]=[C:32]([O:38][CH3:39])[CH:31]=4)[N:28]=3)=[C:17]([O:25][CH3:26])[CH:16]=2)[N:10]=1 |f:2.3|. Procedure details: The title compound was prepared by following the procedure as described for Example-40 by using Methyl 4-(3-(2-chloro-6-fluorophenyl)-5-oxo-4,5-dihydro-1H-1,2,4-triazol-1-yl)-2-methoxybenzoate (step-2 of Intermediate-15, 0.100 g, 0.26 mmol), N′-hydroxy-3,5-dimethoxybenzimidamide (Intermediate-20, 0.077 g, 0.529 mmol), sodium hydride (0.006 g, 0.39 mmol) and dry THF (5.0 mL) at RT to afford 0.015 g of desired product. 1H NMR (DMSO-d6): δ 3.84 (s, 611), 3.99 (s, 3H), 6.73 (s, 1H), 7.19 (s, 2H), 7....